From a dataset of the Open Reaction Database (ORD), a public repository of structured organic reaction records. describe an organic reaction: reactants, conditions, products, and yield Starting materials: [Br-], CN1CCCC1=O, CCN(C(C)C)C(C)C, Clc1ccc(CN2CCNCC2)c(Cl)c1, Cc1cn(CCCCCl)c(=O)[nH]c1=O, [Na+]. Product: Cc1cn(CCCCN2CCN(Cc3ccc(Cl)cc3Cl)CC2)c(=O)[nH]c1=O. RXN SMILES: [Br-:31].[CH3:41][N:42]1[CH2:43][CH2:44][CH2:45][C:46]1=[O:47].[CH:32]([N:33]([CH:34]([CH3:35])[CH3:36])[CH2:37][CH3:38])([CH3:39])[CH3:40].[Cl:15][c:16]1[c:17]([CH2:18][N:19]2[CH2:20][CH2:21][NH:22][CH2:23][CH2:24]2)[cH:25][cH:26][c:27]([Cl:29])[cH:28]1.[Cl:1][CH2:2][CH2:3][CH2:4][CH2:5][n:6]1[c:7](=[O:14])[nH:8][c:9](=[O:13])[c:10]([CH3:12])[cH:11]1.[Na+:30]>>[CH2:2]([CH2:3][CH2:4][CH2:5][n:6]1[c:7](=[O:14])[nH:8][c:9](=[O:13])[c:10]([CH3:12])[cH:11]1)[N:22]1[CH2:21][CH2:20][N:19]([CH2:18][c:17]2[c:16]([Cl:15])[cH:28][c:27]([Cl:29])[cH:26][cH:25]2)[CH2:24][CH2:23]1.